This data is from the Open Reaction Database (ORD), a public repository of structured organic reaction records. The task is: describe an organic reaction: reactants, conditions, products, and yield Starting materials: C(C)(C)C=1C(NC(NC1OC1=CC(=CC(=C1)C)C)=O)=O (5-Isopropyl-6-(3,5-dimethylphenoxy)-2,4-pyrimidinedione), BrC=1C=C(CBr)C=C(C1)Br (3,5-dibromobenzyl bromide). The product is BrC=1C=C(CN2C(NC(C(=C2OC2=CC(=CC(=C2)C)C)C(C)C)=O)=O)C=C(C1)Br (1-(3,5-Dibromobenzyl)-5-isopropyl-6-(3,5-dimethylphenoxy)-2,4-pyrimidinedione). Yield: 75.6%. RXN SMILES: [CH:1]([C:4]1[C:5](=[O:20])[NH:6][C:7](=[O:19])[NH:8][C:9]=1[O:10][C:11]1[CH:16]=[C:15]([CH3:17])[CH:14]=[C:13]([CH3:18])[CH:12]=1)([CH3:3])[CH3:2].[Br:21][C:22]1[CH:23]=[C:24]([CH:27]=[C:28]([Br:30])[CH:29]=1)[CH2:25]Br>>[Br:21][C:22]1[CH:23]=[C:24]([CH:27]=[C:28]([Br:30])[CH:29]=1)[CH2:25][N:8]1[C:9]([O:10][C:11]2[CH:12]=[C:13]([CH3:18])[CH:14]=[C:15]([CH3:17])[CH:16]=2)=[C:4]([CH:1]([CH3:3])[CH3:2])[C:5](=[O:20])[NH:6][C:7]1=[O:19]. Reported procedure: 5-Isopropyl-6-(3,5-dimethylphenoxy)-2,4-pyrimidinedione and 3,5-dibromobenzyl bromide were reacted by the same way with the example 1 to obtain the titled compound (395 mg, yield: 75.6%). The reactants are C1(=CC=CC=C1)S(=O)(=O)Cl (phenylsulfonyl chloride), C(C)(=O)OCC.CCCCCC (ethyl acetate hexane), C(C)(C)(C)C1=NNC(=C1)C#N (3-tert-butyl-1H-pyrazole-5-carbonitrile), TEA, ice water. Run in ClCCl (dichloromethane). Run at time 12 hour. Product: C(C)(C)(C)C1=NN(C(=C1)CN)S(=O)(=O)C1=CC=CC=C1 ((3-tert-butyl-1-(phenylsulfonyl)-1H-pyrazol-5-yl)methanamine), solid. Yield: 68.0%. Reaction SMILES: [C:1]([C:5]1[CH:9]=[C:8]([C:10]#[N:11])[NH:7][N:6]=1)([CH3:4])([CH3:3])[CH3:2].[C:12]1([S:18](Cl)(=[O:20])=[O:19])[CH:17]=[CH:16][CH:15]=[CH:14][CH:13]=1.C(OCC)(=O)C.CCCCCC>ClCCl>[C:1]([C:5]1[CH:9]=[C:8]([CH2:10][NH2:11])[N:7]([S:18]([C:12]2[CH:17]=[CH:16][CH:15]=[CH:14][CH:13]=2)(=[O:20])=[O:19])[N:6]=1)([CH3:4])([CH3:2])[CH3:3] |f:2.3|. Reported procedure: To a stirred solution of 3-tert-butyl-1H-pyrazole-5-carbonitrile (3 g, 20 mmol) in dichloromethane (30 ml, 10 times) TEA (2.44 g (3.36 ml), 24 mmol, 1.2 eq) was added at 0° C. Then phenylsulfonyl chloride (2.84 g (2 ml), 10 mmol, 0.8 eq) was added at 0° C. and the reaction mass was stirred for 12 h at room temperature. Progress of the reaction was monitored by TLC (20% ethyl acetate-hexane, Rf˜0.6). On completion of the reaction, ice water (20 ml) was added to reaction mixture, organic layer was... Reactants: C=C(C)c1ccc(O)cc1, N. Product: CC(C)(N)c1ccc(O)cc1. Reaction SMILES: [CH3:1][C:2](=[CH2:3])[c:4]1[cH:5][cH:6][c:7]([OH:10])[cH:8][cH:9]1.[NH3:11]>>[CH3:1][C:2]([CH3:3])([c:4]1[cH:5][cH:6][c:7]([OH:10])[cH:8][cH:9]1)[NH2:11]. The reactants are C(C)OC(=O)C=1C(NC2=CC=NC=C2C1N1CCN(CC1)C(=O)C=1SC=CC1)=O (2-Oxo-4-[4-(thiophene-2-carbonyl)-piperazin-1-yl]-1,2-dihydro-[1,6]-naphthyridin-3-carboxylic acid ethyl ester), FC=1C=C(CBr)C=CC1 (3-fluorobenzyl bromide). Yields the product C(C)OC(=O)C=1C(N(C2=CC=NC=C2C1N1CCN(CC1)C(=O)C=1SC=CC1)CC1=CC(=CC=C1)F)=O (1-(3-Fluorobenzyl)-2-oxo-4-[4-(thiophene-2-carbonyl)-piperazin-1-yl]-1,2-dihydro-[1,6]-naphthyridine-3-carboxylic acid ethyl ester). Reaction SMILES: [CH2:1]([O:3][C:4]([C:6]1[C:7](=[O:29])[NH:8][C:9]2[C:14]([C:15]=1[N:16]1[CH2:21][CH2:20][N:19]([C:22]([C:24]3[S:25][CH:26]=[CH:27][CH:28]=3)=[O:23])[CH2:18][CH2:17]1)=[CH:13][N:12]=[CH:11][CH:10]=2)=[O:5])[CH3:2].[F:30][C:31]1[CH:32]=[C:33]([CH:36]=[CH:37][CH:38]=1)[CH2:34]Br>>[CH2:1]([O:3][C:4]([C:6]1[C:7](=[O:29])[N:8]([CH2:34][C:33]2[CH:36]=[CH:37][CH:38]=[C:31]([F:30])[CH:32]=2)[C:9]2[C:14]([C:15]=1[N:16]1[CH2:21][CH2:20][N:19]([C:22]([C:24]3[S:25][CH:26]=[CH:27][CH:28]=3)=[O:23])[CH2:18][CH2:17]1)=[CH:13][N:12]=[CH:11][CH:10]=2)=[O:5])[CH3:2]. Procedure: This compound was prepared from 2-oxo-4-[4-(thiophene-2-carbonyl)-piperazin-1-yl]-1,2-dihydro-[1,6]-naphthyridin-3-carboxylic acid ethyl ester (121) and 3-fluorobenzyl bromide according to General Procedure B. Yield 113 mg (22%), MP 135° C.; 1H-NMR (DMSO-d6): δ 1.28 (t, J=7.2 Hz, 3H), 3.22 (m, 4H), 3.92 (m, 4H), 4.32 (q, J=7.2 Hz, 2H), 5.44 (s, 2H), 6.98 (d, J=7.6 Hz, 1H), 7.10 (m, 2H), 7.16 (dd, J=3.6, 4.8 Hz, 1H), 7.34 (m, 2H), 7.47 (dd, J=1.2, 3.6 Hz, 1H), 7.80 (dd, J=1.2, 4.8 Hz, 1H), 8.56 (... The reactants are BrC=1C=C(C=CC1)C(C)=O (3′-bromoacetophenone), COC(OC)OC (trimethylorthoformate), C(CO)O (ethylene glycol), N#N (N2), LiBF4. Run at temperature 95 celsius. Yields the product BrC=1C=C(C=CC1)C1(OCCO1)C (2-(3-Bromo-phenyl)-2-methyl-[1,3]dioxolane). Reaction SMILES: N#N.[Br:3][C:4]1[CH:5]=[C:6]([C:10](=[O:12])[CH3:11])[CH:7]=[CH:8][CH:9]=1.COC(OC)OC.[CH2:20](O)[CH2:21][OH:22]>>[Br:3][C:4]1[CH:5]=[C:6]([C:10]2([CH3:11])[O:22][CH2:21][CH2:20][O:12]2)[CH:7]=[CH:8][CH:9]=1. Procedure: In a flame dried round-bottomed flask equipped with a magnetic stir bar and under inert atmosphere (N2), a solution of 3′-bromoacetophenone (4.67 mL, 33.89 mmol) in ethylene glycol (36.4 mL) was treated with trimethylorthoformate (7.58 mL, 69.14 mmol) followed by LiBF4 (648 mg, 6.78 mmol). The reaction mixture was heated at 95° C. for 3.5 h. The reaction mixture was cooled to rt and partitioned between ether (100 mL) and sat. aq. Na2CO3 (25 mL). The layers were separated and the aq. layer extrac... The reactants are C(C)C(CC)N1CCC=2C1=C1C(=NC2C)N(N=C1C)C1=C(C=C(C=C1Cl)Cl)Cl (1-(1-Ethylpropyl)-4,8-dimethyl-6-(2,4,6-trichlorophenyl)-1,2,3,6-tetrahydropyrazolo[3,4-b]pyrrolo[2,3-d]pyridine). Reagents/catalysts: [O-2].[O-2].[Mn+4] (Manganese dioxide). Solvent: C1(=CC=CC=C1)C (toluene). Conditions: temperature 40 celsius, time 8 hour. The product is C(C)C(CC)N1C=CC=2C1=C1C(=NC2C)N(N=C1C)C1=C(C=C(C=C1Cl)Cl)Cl (1-(1-Ethylpropyl)-4,8-dimethyl-6-(2,4,6-trichlorophenyl)-1,6-dihydropyrazolo[3,4-b]pyrrolo[2,3-d]pyridine). Yield: 68.8%. As a reaction SMILES: [CH2:1]([CH:3]([N:6]1[C:10]2=[C:11]3[C:18]([CH3:19])=[N:17][N:16]([C:20]4[C:25]([Cl:26])=[CH:24][C:23]([Cl:27])=[CH:22][C:21]=4[Cl:28])[C:12]3=[N:13][C:14]([CH3:15])=[C:9]2[CH2:8][CH2:7]1)[CH2:4][CH3:5])[CH3:2]>C1(C)C=CC=CC=1.[O-2].[O-2].[Mn+4]>[CH2:1]([CH:3]([N:6]1[C:10]2=[C:11]3[C:18]([CH3:19])=[N:17][N:16]([C:20]4[C:25]([Cl:26])=[CH:24][C:23]([Cl:27])=[CH:22][C:21]=4[Cl:28])[C:12]3=[N:13][C:14]([CH3:15])=[C:9]2[CH:8]=[CH:7]1)[CH2:4][CH3:5])[CH3:2] |f:2.3.4|. Reported procedure: 1-(1-Ethylpropyl)-4,8-dimethyl-6-(2,4,6-trichlorophenyl)-1,2,3,6-tetrahydropyrazolo[3,4-b]pyrrolo[2,3-d]pyridine (70 mg, 0.160 mmol) was dissolved in toluene (7 mL). Manganese dioxide (700 mg) was added thereto, followed by stirring at 40° C. overnight. The reaction mixture was filtered through Celite and washed with ethyl acetate. The filtrate was evaporated, and the residue was purified by silica gel column chromatography (5% ethyl acetate/hexane), to give the title compound (48 mg, 0.110 mmol...